Dataset: the Open Reaction Database (ORD), a public repository of structured organic reaction records. Task: describe an organic reaction: reactants, conditions, products, and yield Reactants: resultant mixture, C(C)(=O)O (acetic acid), C1(CCCCCC1)C1=NC(C(NC2=C1C=CC=C2)=O)NC(=O)NC2=CC(=CC=C2)C (N-[(3RS)-5-cycloheptyl-2,3-dihydro-2-oxo-1H-1,4-benzodiazepin-3-yl]-N'-(3-methylphenyl)urea), BrCC(=O)N1CC2CCC(C1)CC2 (N-bromomethylcarbonyl-3-azabicyclo[3.2.2]nonane), [H-].[Na+] (sodium hydride). Solvent: CN(C=O)C (N,N-dimethylformamide). Conditions: time 30 minute. The product is CC=1C=C(C=CC1)NC(N)=O (N'-(3-methylphenyl)urea). The yield is 237.7%. As a reaction SMILES: C1(C2C3C=CC=CC=3NC(=O)C([NH:20][C:21]([NH:23][C:24]3[CH:29]=[CH:28][CH:27]=[C:26]([CH3:30])[CH:25]=3)=[O:22])N=2)CCCCCC1.BrCC(N1CC2CCC(CC2)C1)=O.[H-].[Na+].C(O)(=O)C>CN(C)C=O>[CH3:30][C:26]1[CH:25]=[C:24]([NH:23][C:21](=[O:22])[NH2:20])[CH:29]=[CH:28][CH:27]=1 |f:2.3|. Procedure: To a solution of N-[(3RS)-5-cycloheptyl-2,3-dihydro-2-oxo-1H-1,4-benzodiazepin-3-yl]-N'-(3-methylphenyl)urea (0.102 g) and N-bromomethylcarbonyl-3-azabicyclo[3.2.2]nonane (0.079 g) in dry N,N-dimethylformamide (10 ml) was added sodium hydride (0.011 g of a 63.8% dispersion in mineral oil) at 5°-10° C. The mixture was stirred at the same temperature for 30 minutes and then at ambient temperature overnight. The resultant mixture was treated with 0.1 g of acetic acid at room temperature for 30 minu... Reactants: BrCC(OC)OC (2-Bromo-1,1-dimethoxyethane), C(CC(C)O)O (1,3-butanediol), C=1(C(=CC=CC1)S(=O)(=O)O)C (Toluene sulfonic acid). Product: BrCC1OCCC(O1)C (2-bromomethyl-4-methyl-1,3-dioxane). RXN SMILES: [Br:1][CH2:2][CH:3](OC)OC.[CH2:8]([OH:13])[CH2:9][CH:10]([OH:12])[CH3:11].C1(C)C(S(O)(=O)=O)=CC=CC=1>>[Br:1][CH2:2][CH:3]1[O:12][CH:10]([CH3:11])[CH2:9][CH2:8][O:13]1. Reported procedure: 2-Bromo-1,1-dimethoxyethane (0.1 mole) and 1,3-butanediol (0.1 mole) are charged into a glass reaction vessel fitted with a mechanical stirrer, thermometer, Dean Stark trap and reflux condenser. Toluene sulfonic acid (0.1 grams) is added and the reaction mixture is heated and alcohol removed. When alcohol evolution ceases, the reaction mixture is then cooled to room temperature, treated with sodium carbonate (5 grams) and filtered. Volatiles are stripped from the filtrate using a rotary evaporat... The product is c1ccc(OCCSCc2nnc(-c3ccc(OCCCN4CCCCCC4)cc3)o2)cc1. As a reaction SMILES: [CH2:28]1[CH2:29][CH2:30][CH2:31][NH:32][CH2:33][CH2:34]1.[Cl:1][CH2:2][CH2:3][CH2:4][O:5][c:6]1[cH:7][cH:8][c:9](-[c:12]2[o:13][c:14]([CH2:17][S:18][CH2:19][CH2:20][O:21][c:22]3[cH:23][cH:24][cH:25][cH:26][cH:27]3)[n:15][n:16]2)[cH:10][cH:11]1>>[CH2:2]([CH2:3][CH2:4][O:5][c:6]1[cH:7][cH:8][c:9](-[c:12]2[o:13][c:14]([CH2:17][S:18][CH2:19][CH2:20][O:21][c:22]3[cH:23][cH:24][cH:25][cH:26][cH:27]3)[n:15][n:16]2)[cH:10][cH:11]1)[N:32]1[CH2:31][CH2:30][CH2:29][CH2:28][CH2:34][CH2:33]1. Starting materials: C1CCCNCC1, ClCCCOc1ccc(-c2nnc(CSCCOc3ccccc3)o2)cc1. Starting materials: CC=1C=C(C=CC1)OC (3-methyl anisole), ClC(C)(CCC(C)(C)Cl)C (2,5-dichloro-2,5-dimethylhexane), ClCCl (dichloromethane). The product is CC1(CCC(C2=C(C=C(C=C12)C)OC)(C)C)C (1,1,4,4,7-pentamethyl-5-methoxy-1,2,3,4-tetrahydronaphthalene), crude product. Reaction conditions: temperature 35 celsius. Procedure: The starting material 1,1,4,4,7-pentamethyl-5-methoxy-1,2,3,4-tetrahydronaphthalene was prepared as follows. First, a 500 flask was charged with 230 ml dichloromethane, 19 g TiCl4, and 18.3 g 2,5-dichloro-2,5-dimethylhexane, at 22° C. Next, 3-methyl anisole (12.2 g in 20 ml dichloromethane) was added dropwise over a period of an hour. After the addition was completed, the solution was heated to 35° C. and the temperature maintained for an additional 2.5 hours. The solution was then cooled to 5° ... The reagents and catalysts are Cl[Ti](Cl)(Cl)Cl (TiCl4). As a reaction SMILES: Cl[C:2]([CH3:10])([CH2:4][CH2:5][C:6](Cl)([CH3:8])[CH3:7])[CH3:3].[CH3:11][C:12]1[CH:13]=[C:14]([O:18][CH3:19])C=[CH:16][CH:17]=1.Cl[CH2:21]Cl>Cl[Ti](Cl)(Cl)Cl>[CH3:3][C:2]1([CH3:10])[C:16]2[C:7](=[C:14]([O:18][CH3:19])[CH:13]=[C:12]([CH3:11])[CH:17]=2)[C:6]([CH3:21])([CH3:8])[CH2:5][CH2:4]1. Starting materials: Cc1ccc(O)cc1NC(=O)c1cccc(C(C)(C)C#N)c1, O=C([O-])[O-], CN(C)C=O, O=[N+]([O-])c1ccc(F)cc1, [K+], [K+]. The product is Cc1ccc(Oc2ccc([N+](=O)[O-])cc2)cc1NC(=O)c1cccc(C(C)(C)C#N)c1. As a reaction SMILES: [C:11](#[N:12])[C:13]([CH3:14])([CH3:15])[c:16]1[cH:17][c:18]([C:19](=[O:20])[NH:21][c:22]2[c:23]([CH3:29])[cH:24][cH:25][c:26]([OH:28])[cH:27]2)[cH:30][cH:31][cH:32]1.[C:33](=[O:34])([O-:35])[O-:36].[CH3:39][N:40]([CH3:41])[CH:42]=[O:43].[F:1][c:2]1[cH:3][cH:4][c:5]([N+:8](=[O:9])[O-:10])[cH:6][cH:7]1.[K+:37].[K+:38]>>[c:2]1([O:28][c:26]2[cH:25][cH:24][c:23]([CH3:29])[c:22]([NH:21][C:19]([c:18]3[cH:17][c:16]([C:13]([C:11]#[N:12])([CH3:14])[CH3:15])[cH:32][cH:31][cH:30]3)=[O:20])[cH:27]2)[cH:3][cH:4][c:5]([N+:8](=[O:9])[O-:10])[cH:6][cH:7]1. Yields the product C(=O)(OCC)C=1OC2=CC=CC(=C2C(C1)=O)OCC(COC1=CC=C(C=C1)CC)O (1-(2-carbethoxy-chromon-5-yloxy)-2-hydroxy-3-p-ethylphenoxypropane). Solvent: C(C)(=O)O (acetic acid), C(C(=O)OCC)(=O)OCC (diethyl oxalate), O (water), CCOCC (ether). Reaction SMILES: [C:1]([C:4]1[C:23]([OH:24])=[CH:22][CH:21]=[CH:20][C:5]=1[O:6][CH2:7][CH:8]([OH:19])[CH2:9][O:10][C:11]1[CH:16]=[CH:15][C:14]([CH2:17][CH3:18])=[CH:13][CH:12]=1)(=[O:3])[CH3:2].[O-:25][CH2:26][CH3:27].[Na+].[Na].[CH2:30]([OH:32])[CH3:31]>C(OCC)(=O)C(OCC)=O.CCOCC.O.C(O)(=O)C>[C:26]([C:27]1[O:24][C:23]2[C:4]([C:1](=[O:3])[CH:2]=1)=[C:5]([O:6][CH2:7][CH:8]([OH:19])[CH2:9][O:10][C:11]1[CH:16]=[CH:15][C:14]([CH2:17][CH3:18])=[CH:13][CH:12]=1)[CH:20]=[CH:21][CH:22]=2)([O:32][CH2:30][CH3:31])=[O:25] |f:1.2,^1:28|. Conditions: time 8 hour. Reactants: C(C)(=O)C1=C(OCC(COC2=CC=C(C=C2)CC)O)C=CC=C1O (1-(2-acetyl-3-hydroxyphenoxy)-2-hydroxy-3-p-ethylphenoxypropane), [O-]CC.[Na+] (sodium ethoxide), [Na] (sodium), C(C)O (ethanol). Procedure details: A solution of 1-(2-acetyl-3-hydroxyphenoxy)-2-hydroxy-3-p-ethylphenoxypropane (25.6 g) in diethyl oxalate (30 ml) was added to a suspension of sodium ethoxide, prepared from sodium (6.0 g) and ethanol (60 ml), in dry ether (400 ml). The mixture was heated under reflux for 1.5 hours and the greenish-brown residue was poured onto ice (200 g) and acidified with a solution of acetic acid (24 ml) in water (160 ml). The ether layer was separated after the addition of a further quantity of water (200 m... Reactants: [Ag+], CC(C)(C)C(=O)O, Clc1ccc(Cl)nn1, O=[N+]([O-])[O-], [NH4+], [NH4+], [NH4+], [OH-], O, O=S(=O)(O)O, O=S(=O)([O-])OOS(=O)(=O)[O-]. The product is CC(C)(C)c1cc(Cl)nnc1Cl. As a reaction SMILES: [Ag+:40].[CH3:9][C:10]([CH3:11])([CH3:12])[C:13](=[O:14])[OH:15].[Cl:1][c:2]1[n:3][n:4][c:5]([Cl:8])[cH:6][cH:7]1.[N+:36]([O-:37])([O-:38])=[O:39].[NH4+:31].[NH4+:32].[NH4+:33].[OH-:34].[OH2:35].[S:16](=[O:17])(=[O:18])([OH:19])[OH:20].[S:21]([O:22][O:23][S:24]([O-:25])(=[O:26])=[O:27])([O-:28])(=[O:29])=[O:30]>>[Cl:1][c:2]1[n:3][n:4][c:5]([Cl:8])[cH:6][c:7]1[C:10]([CH3:9])([CH3:11])[CH3:12]. Reactants: C(CCC)C1=NC2=C(N1CC1=CC=C(C=C1)C=1C(=CC=CC1)C(=O)OC(C)(C)C)C=C(C=C2)N(CCC2=CC=CC=C2)C(=O)NC2CCCCC2 (tert.butyl 4'-[(2-n-butyl-6-(N-cyclohexylaminocarbonyl-N-(2-phenylethyl)-amino)-benzimidazol-1-yl)-methyl]biphenyl-2-carboxylate), FC(C(=O)O)(F)F (trifluoroacetic acid). Yields the product C(CCC)C1=NC2=C(N1CC=1C=C(C(=CC1)C1=CC=CC=C1)C(=O)O)C=C(C=C2)N(CCC2=CC=CC=C2)C(=O)NC2CCCCC2 (4-[(2-n-Butyl-6-(N-cyclohexylaminocarbonyl-N-(2-phenylethyl)-amino)-benzimidazol-1-yl)-methyl]biphenyl-2-carboxylic acid). Reaction SMILES: [CH2:1]([C:5]1[N:9]([CH2:10][C:11]2[CH:16]=C[C:14]([C:17]3[C:18](C(OC(C)(C)C)=O)=[CH:19][CH:20]=[CH:21][CH:22]=3)=[CH:13][CH:12]=2)[C:8]2[CH:30]=[C:31]([N:34]([C:43]([NH:45][CH:46]3[CH2:51][CH2:50][CH2:49][CH2:48][CH2:47]3)=[O:44])[CH2:35][CH2:36][C:37]3[CH:42]=[CH:41][CH:40]=[CH:39][CH:38]=3)[CH:32]=[CH:33][C:7]=2[N:6]=1)[CH2:2][CH2:3][CH3:4].F[C:53](F)(F)[C:54]([OH:56])=[O:55]>>[CH2:1]([C:5]1[N:9]([CH2:10][C:11]2[CH:16]=[C:53]([C:54]([OH:56])=[O:55])[C:14]([C:17]3[CH:18]=[CH:19][CH:20]=[CH:21][CH:22]=3)=[CH:13][CH:12]=2)[C:8]2[CH:30]=[C:31]([N:34]([C:43]([NH:45][CH:46]3[CH2:47][CH2:48][CH2:49][CH2:50][CH2:51]3)=[O:44])[CH2:35][CH2:36][C:37]3[CH:38]=[CH:39][CH:40]=[CH:41][CH:42]=3)[CH:32]=[CH:33][C:7]=2[N:6]=1)[CH2:2][CH2:3][CH3:4]. Procedure details: Prepared in analogous manner to Example 9 from tert.butyl 4'-[(2-n-butyl-6-(N-cyclohexylaminocarbonyl-N-(2-phenylethyl)-amino)-benzimidazol-1-yl)-methyl]biphenyl-2-carboxylate and trifluoroacetic acid. The product is CN1C=C(C=C(C1=O)NC1=NC=NC=C1)C1=C(C(=NC=C1)N1N=CC=2C=3CCCCC3SC2C1=O)C=O (4-{1-Methyl-6-oxo-5-[(pyrimidin-4-yl)amino]-1,6-dihydropyridin-3-yl}-2-{6-oxo-8-thia-4,5-diazatricyclo[7.4.0.02,7]trideca-1(9),2(7),3-trien-5-yl}pyridine-3-carbaldehyde). Procedure: A 50-mL single-neck round-bottomed flask equipped with a magnetic stirrer and a reflux condenser was charged with 4-chloro-2-{6-oxo-8-thia-4,5-diazatricyclo[7.4.0.02,7]trideca-1(9),2(7),3-trien-5-yl}pyridine-3-carbaldehyde 124a (345 mg, 1.0 mmol), 1-methyl-3-(pyrimidin-4-ylamino)-5-(4,4,5,5-tetramethyl-1,3,2-dioxaborolan-2-yl)pyridin-2(1H)-one 143a (328 mg, 1.0 mmol), Pd(dppf)Cl2 (82 mg, 0.10 mmol), sodium acetate (162 mg, 2.0 mmol), K3PO4 (424 mg, 2.0 mmol), and acetonitrile/water (20/1 mL). Af... Yield: 30.5%. The solvent is C(C)#N.O (acetonitrile water). The reagents and catalysts are C1=CC=C(C=C1)P([C-]2C=CC=C2)C3=CC=CC=C3.C1=CC=C(C=C1)P([C-]2C=CC=C2)C3=CC=CC=C3.Cl[Pd]Cl.[Fe+2] (Pd(dppf)Cl2). Conditions: temperature 100 celsius. Reaction SMILES: Cl[C:2]1[CH:7]=[CH:6][N:5]=[C:4]([N:8]2[C:20](=[O:21])[C:19]3[S:18][C:17]4[CH2:16][CH2:15][CH2:14][CH2:13][C:12]=4[C:11]=3[CH:10]=[N:9]2)[C:3]=1[CH:22]=[O:23].[CH3:24][N:25]1[CH:30]=[C:29](B2OC(C)(C)C(C)(C)O2)[CH:28]=[C:27]([NH:40][C:41]2[CH:46]=[CH:45][N:44]=[CH:43][N:42]=2)[C:26]1=[O:47].C([O-])(=O)C.[Na+].[O-]P([O-])([O-])=O.[K+].[K+].[K+]>C1C=CC(P(C2C=CC=CC=2)[C-]2C=CC=C2)=CC=1.C1C=CC(P(C2C=CC=CC=2)[C-]2C=CC=C2)=CC=1.Cl[Pd]Cl.[Fe+2].C(#N)C.O>[CH3:24][N:25]1[C:26](=[O:47])[C:27]([NH:40][C:41]2[CH:46]=[CH:45][N:44]=[CH:43][N:42]=2)=[CH:28][C:29]([C:2]2[CH:7]=[CH:6][N:5]=[C:4]([N:8]3[C:20](=[O:21])[C:19]4[S:18][C:17]5[CH2:16][CH2:15][CH2:14][CH2:13][C:12]=5[C:11]=4[CH:10]=[N:9]3)[C:3]=2[CH:22]=[O:23])=[CH:30]1 |f:2.3,4.5.6.7,8.9.10.11,12.13|. Reactants: ClC1=C(C(=NC=C1)N1N=CC=2C=3CCCCC3SC2C1=O)C=O (4-Chloro-2-{6-oxo-8-thia-4,5-diazatricyclo[7.4.0.02,7]trideca-1(9),2(7),3-trien-5-yl}pyridine-3-carbaldehyde), CN1C(C(=CC(=C1)B1OC(C(O1)(C)C)(C)C)NC1=NC=NC=C1)=O (1-Methyl-3-(pyrimidin-4-ylamino)-5-(4,4,5,5-tetramethyl-1,3,2-dioxaborolan-2-yl)pyridin-2(1H)-one), C(C)(=O)[O-].[Na+] (sodium acetate), [O-]P(=O)([O-])[O-].[K+].[K+].[K+] (K3PO4).